Dataset: the Open Reaction Database (ORD), a public repository of structured organic reaction records. Task: describe an organic reaction: reactants, conditions, products, and yield Reactants: [H-].[Na+] (NaH), BrC1=CNC=2C1=NC=CC2 (3-bromo-1H-pyrrolo[3,2-b]pyridine), CI (MeI). Solvent: O (water), CN(C)C=O (DMF). Conditions: time 5 minute. The product is BrC1=CN(C=2C1=NC=CC2)C (3-Bromo-1-methyl-1H-pyrrolo[3,2-b]pyridine). The yield is 84.7%. Reaction SMILES: [Br:1][C:2]1[C:6]2=[N:7][CH:8]=[CH:9][CH:10]=[C:5]2[NH:4][CH:3]=1.[H-].[Na+].[CH3:13]I>CN(C=O)C.O>[Br:1][C:2]1[C:6]2=[N:7][CH:8]=[CH:9][CH:10]=[C:5]2[N:4]([CH3:13])[CH:3]=1 |f:1.2|. Procedure details: A mixture of 3-bromo-1H-pyrrolo[3,2-b]pyridine (450 mg) in DMF (5 mL) was treated with a NaH (60% in oil, 100 mg) and the resulting mixture stirred at room temperature for 5 min. The mixture was cooled to 0° C., treated with MeI (324 mg) then allowed to warm to room temperature over a period of 1 h. After this time, the reaction was diluted with water (100 mL) and extracted with AcOEt (3×50 mL). The combined organics were washed with water (50 mL), 5% LiCl aqueous solution (50 mL) then brine (50...